Dataset: the Open Reaction Database (ORD), a public repository of structured organic reaction records. Task: describe an organic reaction: reactants, conditions, products, and yield Reactants: C1(CCCCC1)N=C=NC1CCCCC1 (dicyclohexyl carbodiimide), FC=1C=C(C=CC1C(C(CCCCCC)C)=O)O ((+)-3-fluoro 4-(2-methyloctanoyl) phenol), FC=1C=C(C(=O)O)C=CC1OCCCCCCC (3-fluoro-4-heptyloxy benzoic acid), N,N-dimethylamino pyridine. Solvent: C(Cl)Cl (methylene chloride). Yields the product FC=1C=C(C=CC1C(C(CCCCCC)C)=O)C1=C(C(=O)O)C=CC(=C1F)OCCCCCCC (3-fluoro-4-(2-methyloctanoyl) phenyl-3-fluoro-4-heptyloxy benzoic acid). The yield is 56.5%. Reaction SMILES: [F:1][C:2]1[CH:3]=[C:4](O)[CH:5]=[CH:6][C:7]=1[C:8](=[O:17])[CH:9]([CH3:16])[CH2:10][CH2:11][CH2:12][CH2:13][CH2:14][CH3:15].[F:19][C:20]1[CH:21]=[C:22]([CH:26]=[CH:27][C:28]=1[O:29][CH2:30][CH2:31][CH2:32][CH2:33][CH2:34][CH2:35][CH3:36])[C:23]([OH:25])=[O:24].C1(N=C=NC2CCCCC2)CCCCC1>C(Cl)Cl>[F:1][C:2]1[CH:3]=[C:4]([C:21]2[C:20]([F:19])=[C:28]([O:29][CH2:30][CH2:31][CH2:32][CH2:33][CH2:34][CH2:35][CH3:36])[CH:27]=[CH:26][C:22]=2[C:23]([OH:25])=[O:24])[CH:5]=[CH:6][C:7]=1[C:8](=[O:17])[CH:9]([CH3:16])[CH2:10][CH2:11][CH2:12][CH2:13][CH2:14][CH3:15]. Procedure: Into a flask were charged 1.2 g (4.76 mmol) of (+)-3-fluoro 4-(2-methyloctanoyl) phenol, 1.51 g (5.94 mmol) of 3-fluoro-4-heptyloxy benzoic acid, 76.7 mg (0.63 mmol) of N,N-dimethylamino pyridine and 30 ml of dried methylene chloride, which were slightly heated with stirring to form a homogeneous solution. Then, the solution was added with 1.40 g (6.79 mmol) of dicyclohexyl carbodiimide and stirred over a night. The precipitated white crystal was filtered off, and the resulting filtrate was wash...